This data is from the Open Reaction Database (ORD), a public repository of structured organic reaction records. The task is: describe an organic reaction: reactants, conditions, products, and yield The reactants are CC(C)(C)S(N)=O, C1CCOC1, Cc1c(C=O)cnn1C. The product is Cc1c(C=NS(=O)C(C)(C)C)cnn1C. Reaction SMILES: [C:10]([CH3:11])([CH3:12])([CH3:13])[S:14](=[O:15])[NH2:16].[CH2:17]1[O:18][CH2:19][CH2:20][CH2:21]1.[CH3:1][n:2]1[n:3][cH:4][c:5]([CH:8]=[O:9])[c:6]1[CH3:7]>>[CH3:1][n:2]1[n:3][cH:4][c:5]([CH:8]=[N:16][S:14]([C:10]([CH3:11])([CH3:12])[CH3:13])=[O:15])[c:6]1[CH3:7]. Procedure details: A mixture of 2-methyl-4-methylamino-7-phenyl-7H-pyrrolo-[2,3-d] pyrimidine (0.5g, 2.1mM) and dioxan (15ml) was heated under reflux for 18 hours. The mixture was cooled and then the solvent was removed by evaporation. The residue was purified by flash chromatography on ICN neutral alumina (32-63) using methylene chloride which contained an increasing amount of methanol (up to a maximum of 5%) as eluant to give a solid. This solid was recrystallised from hexane to give 2,3-dimethyl-4-methylimino-7... Starting materials: CC=1N=C(C2=C(N1)N(C=C2)C2=CC=CC=C2)NC (2-methyl-4-methylamino-7-phenyl-7H-pyrrolo-[2,3-d] pyrimidine), O1CCOCC1 (dioxan). Reaction SMILES: [CH3:1][C:2]1[N:3]=[C:4]([NH:17][CH3:18])[C:5]2[CH:10]=[CH:9][N:8]([C:11]3[CH:16]=[CH:15][CH:14]=[CH:13][CH:12]=3)[C:6]=2[N:7]=1.O1CCOC[CH2:20]1>>[CH3:1][C:2]1[N:3]([CH3:20])[C:4](=[N:17][CH3:18])[C:5]2[CH:10]=[CH:9][N:8]([C:11]3[CH:16]=[CH:15][CH:14]=[CH:13][CH:12]=3)[C:6]=2[N:7]=1. Yields the product CC=1N(C(C2=C(N1)N(C=C2)C2=CC=CC=C2)=NC)C (2,3-dimethyl-4-methylimino-7-phenyl-3H,7H-pyrrolo[2,3-d] pyrimidine). The reactants are C(C)OC=1C=C2CC(NC2=CC1OCC)=O (5,6-diethoxy-2-indolinone), C(C)(=O)OC(C)=O (acetic anhydride). The product is C(C)(=O)N1C(CC2=CC(=C(C=C12)OCC)OCC)=O (1-acetyl-5,6-diethoxy-2-indolinone). Reaction SMILES: [CH2:1]([O:3][C:4]1[CH:5]=[C:6]2[C:10](=[CH:11][C:12]=1[O:13][CH2:14][CH3:15])[NH:9][C:8](=[O:16])[CH2:7]2)[CH3:2].[C:17](OC(=O)C)(=[O:19])[CH3:18]>>[C:17]([N:9]1[C:10]2[C:6](=[CH:5][C:4]([O:3][CH2:1][CH3:2])=[C:12]([O:13][CH2:14][CH3:15])[CH:11]=2)[CH2:7][C:8]1=[O:16])(=[O:19])[CH3:18]. Procedure: Prepared from 5,6-diethoxy-2-indolinone and acetic anhydride The reactants are C1(C=CC(N1)=O)=O (maleimide), C(=C)OCCCC (n-butyl vinyl ether). The product is C1(C=CC(N1)=O)=O.C(=C)OCCCC (Maleimide Butyl Vinyl Ether). Yield: 54.0%. As a reaction SMILES: [C:1]1(=[O:7])[NH:5][C:4](=[O:6])[CH:3]=[CH:2]1.[CH:8]([O:10][CH2:11][CH2:12][CH2:13][CH3:14])=[CH2:9]>>[C:4]1(=[O:6])[NH:5][C:1](=[O:7])[CH:2]=[CH:3]1.[CH:8]([O:10][CH2:11][CH2:12][CH2:13][CH3:14])=[CH2:9] |f:2.3|. Reported procedure: A polymer was prepared in the manner of Example 1, except the comonomer to maleimide was n-butyl vinyl ether. The polymer yield was 54%.